From a dataset of the Open Reaction Database (ORD), a public repository of structured organic reaction records. describe an organic reaction: reactants, conditions, products, and yield The reactants are ClC1=CC=C(C(=N1)C1=CC2=NC(=CC=C2N1)OC)O (6-chloro-2-(5-methoxy-1H-pyrrolo[3,2-b]pyridin-2-yl)pyridin-3-ol), C(=O)([O-])[O-].[Cs+].[Cs+] (Cs2CO3), ClCI (chloroiodomethane). The solvent is CN(C)C=O (DMF), CN(C)C=O (DMF), O (H2O). Run at temperature 100 celsius, time 1 hour. Yields the product ClC=1C=CC2=C(C=3N(CO2)C2=C(C3)N=C(C=C2)OC)N1 (2-chloro-10-methoxy-6H-pyrido[2,3-e]pyrido[2′,3′:4,5]pyrrolo[1,2-c][1,3]oxazine). Isolated yield 52.6%. As a reaction SMILES: [Cl:1][C:2]1[N:7]=[C:6]([C:8]2[NH:16][C:15]3[C:10](=[N:11][C:12]([O:17][CH3:18])=[CH:13][CH:14]=3)[CH:9]=2)[C:5]([OH:19])=[CH:4][CH:3]=1.[C:20]([O-])([O-])=O.[Cs+].[Cs+].ClCI>CN(C=O)C.O>[Cl:1][C:2]1[CH:3]=[CH:4][C:5]2[O:19][CH2:20][N:16]3[C:15]4[CH:14]=[CH:13][C:12]([O:17][CH3:18])=[N:11][C:10]=4[CH:9]=[C:8]3[C:6]=2[N:7]=1 |f:1.2.3|. Procedure: To a stirring solution of 6-chloro-2-(5-methoxy-1H-pyrrolo[3,2-b]pyridin-2-yl)pyridin-3-ol (200 mg, 0.727 mmol) and Cs2CO3 (472 mg, 1.45 mmol) in DMF (15 mL) was added chloroiodomethane (192 mg, 1.09 mmol) in DMF (2 mL) dropwise at 100° C. under N2. The mixture was stirred at 100° C. for 1 hour. The mixture was diluted with H2O and extracted with EtOAc. The organics were washed with brine and dried over Na2SO4. After concentrated, the resulting residue was purified using Pre-TLC to provide 2-chl... Starting materials: NCCNC(=S)NC1=C(C=C(C=C1Cl)[N+](=O)[O-])Cl (1-(2-aminoethyl)-3-(2,6-dichloro-4-nitrophenyl)-thiourea), C(C1=CC=CC=C1)N (benzylamine). The solvent is C1(=CC=CC=C1)C (toluene). The product is ClC1=C(C(=CC(=C1)[N+](=O)[O-])Cl)N=C1NCCN1 (2-[(2,6-dichloro-4-nitrophenyl)imino]imidazolidine). As a reaction SMILES: [NH2:1][CH2:2][CH2:3][NH:4][C:5]([NH:7][C:8]1[C:13]([Cl:14])=[CH:12][C:11]([N+:15]([O-:17])=[O:16])=[CH:10][C:9]=1[Cl:18])=S.C(N)C1C=CC=CC=1>C1(C)C=CC=CC=1>[Cl:18][C:9]1[CH:10]=[C:11]([N+:15]([O-:17])=[O:16])[CH:12]=[C:13]([Cl:14])[C:8]=1[N:7]=[C:5]1[NH:4][CH2:3][CH2:2][NH:1]1. Reported procedure: The thiourea (7) (0.36 g, 1.1 mmole) was suspended in 10 mL of toluene and excess benzylamine (1 mL) was then added. The mixture was heated at reflux for approximately 4 hours, and the solvent was then removed on a rotary evaporator. The residue was partitioned between 1M HCl and ethyl acetate. The aqueous phase was brought to pH 8-9 with 1N NaOH. The resulting yellow solid was collected by filtration, washed successively with water and hexane, and then air dried to provide 0.05 g (15%) of nitro...